From a dataset of the Open Reaction Database (ORD), a public repository of structured organic reaction records. describe an organic reaction: reactants, conditions, products, and yield Run in CO (methanol). Reactants: 15, FC1=CC=C(C=C1)CN1C(=NC=2C1=NC=CC2)NC2CCN(CC2)CC#N (4-[[3-[(4-fluorophenyl)methyl]-3H-imidazo [4,5-b]pyridin-2-yl]amino]-1-piperidineacetonitrile), N (ammonia), [H][H] (hydrogen). The yield is 68.0%. As a reaction SMILES: [F:1][C:2]1[CH:7]=[CH:6][C:5]([CH2:8][N:9]2[C:13]3=[N:14][CH:15]=[CH:16][CH:17]=[C:12]3[N:11]=[C:10]2[NH:18][CH:19]2[CH2:24][CH2:23][N:22]([CH2:25][C:26]#[N:27])[CH2:21][CH2:20]2)=[CH:4][CH:3]=1.N.[H][H]>[Ni].CO>[NH2:27][CH2:26][CH2:25][N:22]1[CH2:23][CH2:24][CH:19]([NH:18][C:10]2[N:9]([CH2:8][C:5]3[CH:6]=[CH:7][C:2]([F:1])=[CH:3][CH:4]=3)[C:13]3=[N:14][CH:15]=[CH:16][CH:17]=[C:12]3[N:11]=2)[CH2:20][CH2:21]1. Reported procedure: A mixture of 15 parts of 4-[[3-[(4-fluorophenyl)methyl]-3H-imidazo [4,5-b]pyridin-2-yl]amino]-1-piperidineacetonitrile and 400 15 parts of methanol saturated with ammonia was hydrogenated at normal pressure and at room temperature with 3 parts of Raney-nickel catalyst. After the calculated amount of hydrogen was taken up, the catalyst was filtered off and the filtrate was evaporated. The residue was crystallized from a mixture of acetonitrile and 2,2'-oxybis-propane, yielding 10 parts (68%) of N... Reagents/catalysts: [Ni] (Raney-nickel). Product: 10, NCCN1CCC(CC1)NC1=NC=2C(=NC=CC2)N1CC1=CC=C(C=C1)F (N-[1-(2-aminoethyl)-4-piperidinyl]-3-[(4-fluorophenyl)methyl]-3H-imidazo[4,5-b]pyridin-2-amine). The reactants are E2, FC1=C(C=C(C(=C1)F)F)CO ((2,4,5-trifluorophenyl)methanol), ClC1=NC(N2C(N(CCC2)C)=C1)=O (8-chloro-1-methyl-3,4-dihydro-1H-pyrimido[1,6-a]pyrimidin-6(2H)-one). The product is CN1C=2N(CCC1)C(N=C(C2)OCC2=C(C=C(C(=C2)F)F)F)=O (1-methyl-8-((2,4,5-trifluorobenzyl)oxy)-3,4-dihydro-1H-pyrimido[1,6-a]pyrimidin-6(2H)-one). As a reaction SMILES: [F:1][C:2]1[CH:7]=[C:6]([F:8])[C:5]([F:9])=[CH:4][C:3]=1[CH2:10][OH:11].Cl[C:13]1[CH:23]=[C:17]2[N:18]([CH3:22])[CH2:19][CH2:20][CH2:21][N:16]2[C:15](=[O:24])[N:14]=1>>[CH3:22][N:18]1[CH2:19][CH2:20][CH2:21][N:16]2[C:15](=[O:24])[N:14]=[C:13]([O:11][CH2:10][C:3]3[CH:4]=[C:5]([F:9])[C:6]([F:8])=[CH:7][C:2]=3[F:1])[CH:23]=[C:17]12. Procedure: The title compound or its salt was prepared by a procedure similar to that described for E2 starting from (2,4,5-trifluorophenyl)methanol and 8-chloro-1-methyl-3,4-dihydro-1H-pyrimido[1,6-a]pyrimidin-6(2H)-one. The reactants are P(=O)(Cl)(Cl)Cl (phosphorus oxychloride), C(C)(=O)OCC1=CN=C(S1)CNC=O (5-acetoxymethyl-2-(N-formylamino)methylthiazole). Run in C1(=CC=CC=C1)C (toluene). Run at temperature 100 celsius, time 2 hour. Product: C(C)(=O)OCC1=CN2C(S1)=CN=C2 (2-acetoxymethylimidazo[5,1-b]thiazole). The yield is 61116.2%. As a reaction SMILES: P(Cl)(Cl)(Cl)=O.[C:6]([O:9][CH2:10][C:11]1[S:15][C:14]([CH2:16][NH:17][CH:18]=O)=[N:13][CH:12]=1)(=[O:8])[CH3:7]>C1(C)C=CC=CC=1>[C:6]([O:9][CH2:10][C:11]1[S:15][C:14]2=[CH:16][N:17]=[CH:18][N:13]2[CH:12]=1)(=[O:8])[CH3:7]. Reported procedure: A 3.8 ml potion of phosphorus oxychloride was added to 8.7 ml of a toluene solution containing 1.74 g of 5-acetoxymethyl-2-(N-formylamino)methylthiazole, followed by stirring at 100° C. for 2 hours. Then, the solvent was evaporated under reduced pressure, and to the residue, 70 ml of chloroform and 52 ml of an aqueous saturated sodium bicarbonate solution were then added. After stirring, the organic layer was separated. The aqueous layer was extracted with chloroform (26 ml×2). The combined orga... Starting materials: ClC(Cl)(OC(OC(Cl)(Cl)Cl)=O)Cl (triphosgene), ClC(Cl)(OC(OC(Cl)(Cl)Cl)=O)Cl (triphosgene), ice, CC1=C(C=C(C=C1)OC1=CC=C(C=N1)NC([C@@](N)(CC)C)=O)OC (N1-(6-{[4-methyl-3-(methyloxy)phenyl]oxy}-3-pyridinyl)-D-isovalinamide), TEA. The solvent is ClCCl (dichloromethane), ClCCl (dichloromethane), ClCCl (dichloromethane). Run at temperature 0 celsius, time 1 hour. The product is C(C)[C@@]1(C(N(C(N1)=O)C=1C=NC(=CC1)OC1=CC(=C(C=C1)C)OC)=O)C ((5R)-5-ethyl-5-methyl-3-(6-{[4-methyl-3-(methyloxy)phenyl]oxy}-3-pyridinyl)-2,4-imidazolidinedione). Yield: 118.5%. RXN SMILES: [CH3:1][C:2]1[CH:7]=[CH:6][C:5]([O:8][C:9]2[N:14]=[CH:13][C:12]([NH:15][C:16](=[O:22])[C@:17]([CH3:21])([CH2:19][CH3:20])[NH2:18])=[CH:11][CH:10]=2)=[CH:4][C:3]=1[O:23][CH3:24].Cl[C:26](Cl)([O:28]C(=O)OC(Cl)(Cl)Cl)Cl>ClCCl>[CH2:19]([C@@:17]1([CH3:21])[NH:18][C:26](=[O:28])[N:15]([C:12]2[CH:13]=[N:14][C:9]([O:8][C:5]3[CH:6]=[CH:7][C:2]([CH3:1])=[C:3]([O:23][CH3:24])[CH:4]=3)=[CH:10][CH:11]=2)[C:16]1=[O:22])[CH3:20]. Procedure details: To a solution of N1-(6-{[4-methyl-3-(methyloxy)phenyl]oxy}-3-pyridinyl)-D-isovalinamide (Reference Intermediate R8 42 mg) in dry dichloromethane (6 mL), TEA (0.089 mL, 0.638 mmol) was added. The mixture was cooled down to 0° C. and a solution of triphosgene (17.03 mg, 0.057 mmol) in dry dichloromethane (1.500 mL) was added dropwise. The mixture was stirred at that temperature for 1 hour, then a solution of triphosgene (17.03 mg, 0.057 mmol) in dry dichloromethane (DCM) (1.500 mL) was added dropw...